From a dataset of the Open Reaction Database (ORD), a public repository of structured organic reaction records. describe an organic reaction: reactants, conditions, products, and yield The reactants are CC(=O)Nc1ccc(S(=O)(=O)Cl)cc1, C1CCNCC1, C1COCCO1. The product is CC(=O)Nc1ccc(S(=O)(=O)N2CCCCC2)cc1. Reaction SMILES: [C:7]([CH3:8])(=[O:9])[NH:10][c:11]1[cH:12][cH:13][c:14]([S:17](=[O:18])(=[O:19])[Cl:20])[cH:15][cH:16]1.[CH2:1]1[CH2:2][CH2:3][NH:4][CH2:5][CH2:6]1.[O:21]1[CH2:22][CH2:23][O:24][CH2:25][CH2:26]1>>[CH2:1]1[CH2:2][CH2:3][N:4]([S:17]([c:14]2[cH:13][cH:12][c:11]([NH:10][C:7]([CH3:8])=[O:9])[cH:16][cH:15]2)(=[O:18])=[O:19])[CH2:5][CH2:6]1. Starting materials: CO, CC(n1cc([N+](=O)[O-])cn1)C(O)(Cn1cncn1)c1ccc(F)cc1F. The product is CC(n1cc(N)cn1)C(O)(Cn1cncn1)c1ccc(F)cc1F. As a reaction SMILES: [CH3:27][OH:28].[F:1][c:2]1[c:3]([C:9]([CH2:10][n:11]2[n:12][cH:13][n:14][cH:15]2)([CH:16]([CH3:17])[n:18]2[n:19][cH:20][c:21]([N+:23]([O-:24])=[O:25])[cH:22]2)[OH:26])[cH:4][cH:5][c:6]([F:8])[cH:7]1>>[F:1][c:2]1[c:3]([C:9]([CH2:10][n:11]2[n:12][cH:13][n:14][cH:15]2)([CH:16]([CH3:17])[n:18]2[n:19][cH:20][c:21]([NH2:23])[cH:22]2)[OH:26])[cH:4][cH:5][c:6]([F:8])[cH:7]1. Reactants: BrC1=CC=C(C=N1)C(=O)N1CCN(CC1)C1=C(C=C(C=C1)C)C ((6-bromopyridin-3-yl)[4-(2,4-dimethylphenyl)piperazin-1-yl]methanone), C1(=CC=CC=C1)[C@H]1NC(OC1)=O ((R)-(−)-4-phenyloxazolidin-2-one). Yields the product CC1=C(C=CC(=C1)C)N1CCN(CC1)C(=O)C=1C=CC(=NC1)N1C(OC[C@H]1C1=CC=CC=C1)=O ((R)-3-{5-[4-(2,4-dimethylphenyl)piperazine-1-carbonyl]pyridin-2-yl}-4-phenyloxazolidin-2-one). The yield is 4.0%. RXN SMILES: Br[C:2]1[N:7]=[CH:6][C:5]([C:8]([N:10]2[CH2:15][CH2:14][N:13]([C:16]3[CH:21]=[CH:20][C:19]([CH3:22])=[CH:18][C:17]=3[CH3:23])[CH2:12][CH2:11]2)=[O:9])=[CH:4][CH:3]=1.[C:24]1([C@@H:30]2[CH2:34][O:33][C:32](=[O:35])[NH:31]2)[CH:29]=[CH:28][CH:27]=[CH:26][CH:25]=1>>[CH3:23][C:17]1[CH:18]=[C:19]([CH3:22])[CH:20]=[CH:21][C:16]=1[N:13]1[CH2:14][CH2:15][N:10]([C:8]([C:5]2[CH:4]=[CH:3][C:2]([N:31]3[C@H:30]([C:24]4[CH:29]=[CH:28][CH:27]=[CH:26][CH:25]=4)[CH2:34][O:33][C:32]3=[O:35])=[N:7][CH:6]=2)=[O:9])[CH2:11][CH2:12]1. Reported procedure: By reaction and treatment in the same manner as in Example 1 and using (6-bromopyridin-3-yl)[4-(2,4-dimethylphenyl)piperazin-1-yl]methanone (749 mg) described in Preparation Example 20 and (R)-(−)-4-phenyloxazolidin-2-one (222 mg), the title compound (25 mg) was obtained. Starting materials: S(=O)(Cl)Cl (thionyl chloride), S1C(=CC=C1)SCC(C(=O)O)CCC(=O)OCC (2-(2-thiophenylthio)methyl-4-ethoxycarbonylbutyric acid), O (H2O), Cl[Sn](Cl)(Cl)Cl (SnCl4). Reagents/catalysts: CN(C)C=O (DMF). Solvent: C(Cl)Cl (methylene chloride). Run at time 4.5 hour. Product: O=C1C2=C(SCC1CCC(=O)OCC)SC=C2 (5,6-dihydro-4-oxo-5-(2-ethoxycarbonylethyl)thieno[2,3-b]thiopyran). Yield: 97.1%. RXN SMILES: S(Cl)(Cl)=O.[S:5]1[CH:9]=[CH:8][CH:7]=[C:6]1[S:10][CH2:11][CH:12]([CH2:16][CH2:17][C:18]([O:20][CH2:21][CH3:22])=[O:19])[C:13]([OH:15])=O.Cl[Sn](Cl)(Cl)Cl.O>CN(C=O)C.C(Cl)Cl>[O:15]=[C:13]1[CH:12]([CH2:16][CH2:17][C:18]([O:20][CH2:21][CH3:22])=[O:19])[CH2:11][S:10][C:6]2[S:5][CH:9]=[CH:8][C:7]1=2. Procedure: Under N2, thionyl chloride (5.5 g, 0.043 mol) was added dropwise to a solution of 1 (11.5 g, 0.04 mol) in DMF (4 drops) and methylene chloride (100 ml). After the addition, the solution was stirred at room temperature for 4.5 hours. The mixture was then cooled to -10° and SnCl4 (5.3 g, 0.02 mol) was added dropwise. After the addition the reaction was allowed to stir at room temperature for 28 hours. The mixture was then added to H2O and the aqueous layer extracted with EtOAc (3×). The organic ex...